Dataset: the Open Reaction Database (ORD), a public repository of structured organic reaction records. Task: describe an organic reaction: reactants, conditions, products, and yield Reactants: CS(C)=O, CCCCCC, CC#N, COc1ncc(Br)c2nc(S(=O)(=O)Cl)nn12, Nc1c(Cl)cccc1Cl, c1ccncc1. Product: COc1ncc(Br)c2nc(S(=O)(=O)Nc3c(Cl)cccc3Cl)nn12. RXN SMILES: [CH3:32][S:33](=[O:34])[CH3:35].[CH3:36][CH2:37][CH2:38][CH2:39][CH2:40][CH3:41].[CH3:42][C:43]#[N:44].[Cl:10][S:11](=[O:12])(=[O:13])[c:14]1[n:15][n:16]2[c:17]([O:24][CH3:25])[n:18][cH:19][c:20]([Br:23])[c:21]2[n:22]1.[NH2:1][c:2]1[c:3]([Cl:4])[cH:5][cH:6][cH:7][c:8]1[Cl:9].[cH:26]1[cH:27][cH:28][n:29][cH:30][cH:31]1>>[NH:1]([c:2]1[c:3]([Cl:4])[cH:5][cH:6][cH:7][c:8]1[Cl:9])[S:11](=[O:12])(=[O:13])[c:14]1[n:15][n:16]2[c:17]([O:24][CH3:25])[n:18][cH:19][c:20]([Br:23])[c:21]2[n:22]1. Reactants: N1C=C(C2=CC=CC=C12)CCCC(=O)O (4-(3-indolyl)butyric acid), [N+](=O)([O-])C=1C=C(CBr)C=CC1 (3-nitrobenzyl bromide), [H-].[Na+] (sodium hydride). The solvent is CN(C=O)C (N,N-dimethylformamide), CN(C=O)C (N,N-dimethylformamide), CN(C=O)C (N,N-dimethylformamide). Run at time 30 minute. Product: [N+](=O)([O-])C=1C=C(CN2C=C(C3=CC=CC=C23)CCCC(=O)O)C=CC1 (4-[1-(3-nitrobenzyl)indol-3-yl]butyric acid). Isolated yield 72.3%. RXN SMILES: [H-].[Na+].[NH:3]1[C:11]2[C:6](=[CH:7][CH:8]=[CH:9][CH:10]=2)[C:5]([CH2:12][CH2:13][CH2:14][C:15]([OH:17])=[O:16])=[CH:4]1.[N+:18]([C:21]1[CH:22]=[C:23]([CH:26]=[CH:27][CH:28]=1)[CH2:24]Br)([O-:20])=[O:19]>CN(C)C=O>[N+:18]([C:21]1[CH:22]=[C:23]([CH:26]=[CH:27][CH:28]=1)[CH2:24][N:3]1[C:11]2[C:6](=[CH:7][CH:8]=[CH:9][CH:10]=2)[C:5]([CH2:12][CH2:13][CH2:14][C:15]([OH:17])=[O:16])=[CH:4]1)([O-:20])=[O:19] |f:0.1|. Reported procedure: To a suspension of sodium hydride (60% dispersion in mineral oil) (0.59 g) in N,N-dimethylformamide (10 ml) was added a solution of 4-(3-indolyl)butyric acid (1.0 g) in N,N-dimethylformamide (5 ml). The mixture was stirred at room temperature for 30 minutes and cooled at -40° C. To the mixture was added a solution of 3-nitrobenzyl bromide (1.06 g) in N,N-dimethylformamide (5 ml). The mixture was stirred at -40° C. for 20 minutes and partitioned between ethyl acetate and 7% hydrochloric acid. The... Starting materials: [H-].[Na+] (NaH), CC(C)O (Propan-2-ol), BrC1=NC(=CC2=CC(=CC=C12)O)NC1=NNC(=C1)C (1-Bromo-3-(5-methyl-1H-pyrazol-3-ylamino)-isoquinolin-6-ol). Run in C(C)(=O)O (acetic acid). Reaction conditions: temperature 170 celsius, time 1 hour. Yields the product C(C)(C)OC1=NC(=CC2=CC(=CC=C12)O)NC1=NNC(=C1)C (1-Isopropoxy-3-(5-methyl-1H-pyrazol-3-ylamino)-isoquinolin-6-ol). Reaction SMILES: [H-].[Na+].[CH3:3][CH:4]([OH:6])[CH3:5].Br[C:8]1[C:17]2[C:12](=[CH:13][C:14]([OH:18])=[CH:15][CH:16]=2)[CH:11]=[C:10]([NH:19][C:20]2[CH:24]=[C:23]([CH3:25])[NH:22][N:21]=2)[N:9]=1>C(O)(=O)C>[CH:4]([O:6][C:8]1[C:17]2[C:12](=[CH:13][C:14]([OH:18])=[CH:15][CH:16]=2)[CH:11]=[C:10]([NH:19][C:20]2[CH:24]=[C:23]([CH3:25])[NH:22][N:21]=2)[N:9]=1)([CH3:5])[CH3:3] |f:0.1|. Procedure details: NaH (155 mg) was added to a solution of Propan-2-ol (2 ml) and the resulting mixture was stirred for 1 hour. 1-Bromo-3-(5-methyl-1H-pyrazol-3-ylamino)-isoquinolin-6-ol (100 mg) was added to the mixture, and the mixture was heated at 170° C. for 30 minutes under microwave irradiation. The reaction mixture was acidified to PH=3 with acetic acid and evaporated to oil. The residue was treated with water (50 ml) and the resulting solid was collected to give 1-Isopropoxy-3-(5-methyl-1H-pyrazol-3-ylami... Reactants: O=C([O-])[O-], ClCCl, N#CC(Br)c1ccc(Cl)cc1, Oc1cccc(C(F)(F)F)c1, [K+], [K+]. The product is N#CC(Oc1cccc(C(F)(F)F)c1)c1ccc(Cl)cc1. Reaction SMILES: [C:23](=[O:24])([O-:25])[O-:26].[CH2:29]([Cl:30])[Cl:31].[Cl:12][c:13]1[cH:14][cH:15][c:16]([CH:19]([C:20]#[N:21])[Br:22])[cH:17][cH:18]1.[F:1][C:2]([c:3]1[cH:4][c:5]([OH:9])[cH:6][cH:7][cH:8]1)([F:10])[F:11].[K+:27].[K+:28]>>[F:1][C:2]([c:3]1[cH:4][c:5]([O:9][CH:19]([c:16]2[cH:15][cH:14][c:13]([Cl:12])[cH:18][cH:17]2)[C:20]#[N:21])[cH:6][cH:7][cH:8]1)([F:10])[F:11]. Starting materials: NC1=CC=CC=2C(C3=CC=CC=C3C(C12)=O)=O (1-aminoanthraquinone), B(O)(O)O (boric acid), NC1=C(C=C(C=2C(C3=CC=CC=C3C(C12)=O)=O)Br)Br (1-amino-2,4-dibromoanthraquinone). Run in S(O)(O)(=O)=O (sulfuric acid). The product is NC1=C(C=C(C=2C(C3=CC=CC=C3C(C12)=O)=O)O)Br (1-amino-2-bromo-4-hydroxyanthraquinone). Reaction SMILES: NC1C2C(=[O:16])C3C(=CC=CC=3)C(=O)C=2C=CC=1.[NH2:18][C:19]1[C:32]2[C:31](=[O:33])[C:30]3[C:25](=[CH:26][CH:27]=[CH:28][CH:29]=3)[C:24](=[O:34])[C:23]=2[C:22](Br)=[CH:21][C:20]=1[Br:36].B(O)(O)O>S(=O)(=O)(O)O>[NH2:18][C:19]1[C:32]2[C:31](=[O:33])[C:30]3[C:25](=[CH:26][CH:27]=[CH:28][CH:29]=3)[C:24](=[O:34])[C:23]=2[C:22]([OH:16])=[CH:21][C:20]=1[Br:36]. Reported procedure: Further, German Offenlegungsschrift No. 28 17 890 discloses a one-vessel process and starting from 1-aminoanthraquinone, which is first converted by bromination into 1-amino-2,4-dibromoanthraquinone, which is in turn, without being isolated, reacted in sulfuric acid, in the presence of boric acid, to give 1-amino-2-bromo-4-hydroxyanthraquinone. The process is simple to perform and affords the desired product in good yield. The shortcoming of this process is, however, that the mixture of dilute s... Starting materials: C(C1=CC=CC=C1)OCC12CC3(CC(CC3C1)C2)C2(OCCO2)C (2-[1-(benzyloxymethyl)tricyclo[3.3.1.03,7]non-3-yl]-2-methyl-1,3-dioxolane), C1(=CC=C(C=C1)S(=O)(=O)O)C (p-toluenesulfonic acid). Solvent: CC(=O)C (acetone). Yields the product C(C1=CC=CC=C1)OCC12CC3(CC(CC3C1)C2)C(C)=O (1-{1-[(benzyloxy)methyl]tricyclo[3.3.1.03,7]non-3-yl}ethanone). The yield is 93.5%. Reaction SMILES: [CH2:1]([O:8][CH2:9][C:10]12[CH2:18][CH:14]3[CH2:15][CH:16]([CH2:17]1)[C:12]([C:19]1([CH3:24])OCC[O:20]1)([CH2:13]3)[CH2:11]2)[C:2]1[CH:7]=[CH:6][CH:5]=[CH:4][CH:3]=1.C1(C)C=CC(S(O)(=O)=O)=CC=1>CC(C)=O>[CH2:1]([O:8][CH2:9][C:10]12[CH2:18][CH:14]3[CH2:15][CH:16]([CH2:17]1)[C:12]([C:19](=[O:20])[CH3:24])([CH2:13]3)[CH2:11]2)[C:2]1[CH:3]=[CH:4][CH:5]=[CH:6][CH:7]=1. Procedure details: A mixture of 2-[1-(benzyloxymethyl)tricyclo[3.3.1.03,7]non-3-yl]-2-methyl-1,3-dioxolane (2.6 g, 7.9 mmol), p-toluenesulfonic acid (0.3 g, 1.6 mmol), and acetone (31.6 mL) was refluxed for 4 h. The volatiles were removed under vacuum and the residue was diluted with EtOAc, washed with 10% aq. NaHCO3 and brine, dried over Na2SO4, and the solvent was evaporated under reduced pressure to obtain 1-{1-[(benzyloxy)methyl]tricyclo[3.3.1.03,7]non-3-yl}ethanone (2.1 g) as a viscous liquid in 93% yield. m/... Starting materials: COC(=O)c1ccc(Br)cc1O, O=C([O-])[O-], CN(C)C=O, COC(=O)C(F)(F)Cl, [K+], [K+], O. The product is COC(=O)c1ccc(Br)cc1OC(F)F. RXN SMILES: [Br:6][c:7]1[cH:8][c:9]([OH:17])[c:10]([C:11](=[O:12])[O:13][CH3:14])[cH:15][cH:16]1.[C:26](=[O:27])([O-:28])[O-:29].[CH3:1][N:2]([CH3:3])[CH:4]=[O:5].[Cl:18][C:19]([C:20]([O:21][CH3:22])=[O:23])([F:24])[F:25].[K+:30].[K+:31].[OH2:32]>>[Br:6][c:7]1[cH:8][c:9]([O:17][CH:19]([F:24])[F:25])[c:10]([C:11](=[O:12])[O:13][CH3:14])[cH:15][cH:16]1. The reactants are Cl (Hydrogen chloride), C(CC1=CC=CC=C1)NC([C@@H](NC(=O)OC(C)(C)C)[C@@H](C)CC)=O (N-t-butoxycarbonyl-L-isoleucine-phenethylamide), CCCCCC (hexane). Run in CCOC(=O)C (EtOAc), CCOC(=O)C (EtOAc). The product is Cl.C(CC1=CC=CC=C1)NC([C@@H](N)[C@@H](C)CC)=O (L-Isoleucine-phenethylamide hydrochloride). Isolated yield 100.0%. Reaction SMILES: [ClH:1].[CH2:2]([NH:10][C:11](=[O:25])[C@H:12]([C@H:21]([CH2:23][CH3:24])[CH3:22])[NH:13]C(OC(C)(C)C)=O)[CH2:3][C:4]1[CH:9]=[CH:8][CH:7]=[CH:6][CH:5]=1.CCCCCC>CCOC(C)=O>[ClH:1].[CH2:2]([NH:10][C:11](=[O:25])[C@H:12]([C@H:21]([CH2:23][CH3:24])[CH3:22])[NH2:13])[CH2:3][C:4]1[CH:9]=[CH:8][CH:7]=[CH:6][CH:5]=1 |f:4.5|. Reported procedure: Hydrogen chloride gas was bubbled into a solution of N-t-butoxycarbonyl-L-isoleucine-phenethylamide (3.1 g, 9.3 mmol) in EtOAc (200 mL) at -20° C. in a dry ice-acetone bath until TLC (EtOAc: hexane, 1:3) indicated complete loss of starting material. The solution was concentrated to dryness to give 2.5 g (100%) of the title compound, which was used without further purification. Reactants: C1CCOC1, CI, [H-], [Na+], O, CC(C)(C)OC(=O)NCC(CO)NC(=O)OC(C)(C)C. The product is COCC(CNC(=O)OC(C)(C)C)NC(=O)OC(C)(C)C. As a reaction SMILES: [CH2:26]1[O:27][CH2:28][CH2:29][CH2:30]1.[CH3:23][I:24].[H-:22].[Na+:21].[OH2:25].[OH:1][CH2:2][CH:3]([CH2:4][NH:5][C:6]([O:7][C:8]([CH3:9])([CH3:10])[CH3:11])=[O:12])[NH:13][C:14]([O:15][C:16]([CH3:17])([CH3:18])[CH3:19])=[O:20]>>[O:1]([CH2:2][CH:3]([CH2:4][NH:5][C:6]([O:7][C:8]([CH3:9])([CH3:10])[CH3:11])=[O:12])[NH:13][C:14]([O:15][C:16]([CH3:17])([CH3:18])[CH3:19])=[O:20])[CH3:23]. Procedure details: 2-[(2-Methoxyethyl)amino]-1-phenyl-1-propanone hydrochloride as prepared in Preparation 5 is converted to the free base by mixing it with methylene chloride and a dilute basic aqueous solution, e.g., sodium hydroxide, separating the organic layer and evaporating the solvent. The residue, the free base is then reduced with sodium borohydride in ethanol to give the title compound which is then isolated by conventional means. Starting materials: Cl.COCCNC(C(=O)C1=CC=CC=C1)C (2-[(2-Methoxyethyl)amino]-1-phenyl-1-propanone hydrochloride). Run in C(Cl)Cl (methylene chloride). Product: COCCNC(C(O)C1=CC=CC=C1)C (2-[(2-Methoxyethyl)amino]-1-phenylpropanol). As a reaction SMILES: Cl.[CH3:2][O:3][CH2:4][CH2:5][NH:6][CH:7]([CH3:16])[C:8]([C:10]1[CH:15]=[CH:14][CH:13]=[CH:12][CH:11]=1)=[O:9]>C(Cl)Cl>[CH3:2][O:3][CH2:4][CH2:5][NH:6][CH:7]([CH3:16])[CH:8]([C:10]1[CH:15]=[CH:14][CH:13]=[CH:12][CH:11]=1)[OH:9] |f:0.1|.